This data is from the Open Reaction Database (ORD), a public repository of structured organic reaction records. The task is: describe an organic reaction: reactants, conditions, products, and yield Starting materials: C1CCOC1, C#C[Si](C)(C)C, CCN(C(C)C)C(C)C, [Cu]I, COc1cc(C(C)C)c(Oc2cnc(N)nc2N)cc1I, Cl[Pd]Cl, c1ccc(P(c2ccccc2)c2ccccc2)cc1, c1ccc(P(c2ccccc2)c2ccccc2)cc1. Product: COc1cc(C(C)C)c(Oc2cnc(N)nc2N)cc1C#C[Si](C)(C)C. Reaction SMILES: [CH2:80]1[O:81][CH2:82][CH2:83][CH2:84]1.[CH3:22][Si:23]([CH3:24])([CH3:25])[C:26]#[CH:27].[CH:28]([N:29]([CH:30]([CH3:31])[CH3:32])[CH2:33][CH3:34])([CH3:35])[CH3:36].[Cu:78][I:79].[I:1][c:2]1[c:3]([O:20][CH3:21])[cH:4][c:5]([CH:17]([CH3:18])[CH3:19])[c:6]([O:7][c:8]2[c:9]([NH2:15])[n:10][c:11]([NH2:14])[n:12][cH:13]2)[cH:16]1.[Pd:37]([Cl:38])[Cl:39].[c:40]1([P:41]([c:42]2[cH:43][cH:44][cH:45][cH:46][cH:47]2)[c:48]2[cH:49][cH:50][cH:51][cH:52][cH:53]2)[cH:54][cH:55][cH:56][cH:57][cH:58]1.[c:59]1([P:60]([c:61]2[cH:62][cH:63][cH:64][cH:65][cH:66]2)[c:67]2[cH:68][cH:69][cH:70][cH:71][cH:72]2)[cH:73][cH:74][cH:75][cH:76][cH:77]1>>[c:2]1([C:27]#[C:26][Si:23]([CH3:22])([CH3:24])[CH3:25])[c:3]([O:20][CH3:21])[cH:4][c:5]([CH:17]([CH3:18])[CH3:19])[c:6]([O:7][c:8]2[c:9]([NH2:15])[n:10][c:11]([NH2:14])[n:12][cH:13]2)[cH:16]1. Starting materials: O=C(CC(=O)OCC)C1=CC=CC=C1 (ethyl 3-oxo-3-phenylpropanoate), C(OCC)(OCC)OCC (triethyl orthoformate), C(C)(=O)OC(C)=O (acetic anhydride). Conditions: temperature 135 celsius, time 5 hour. Yields the product C(C1=CC=CC=C1)(=O)C(C(=O)OCC)=COCC (ethyl 2-benzoyl-3-ethoxyacrylate). Isolated yield 59.0%. Reaction SMILES: [O:1]=[C:2]([C:9]1[CH:14]=[CH:13][CH:12]=[CH:11][CH:10]=1)[CH2:3][C:4]([O:6][CH2:7][CH3:8])=[O:5].[CH:15](OCC)(OCC)[O:16][CH2:17][CH3:18].C(OC(=O)C)(=O)C>>[C:2]([C:3](=[CH:15][O:16][CH2:17][CH3:18])[C:4]([O:6][CH2:7][CH3:8])=[O:5])(=[O:1])[C:9]1[CH:14]=[CH:13][CH:12]=[CH:11][CH:10]=1. Reported procedure: A mixture of ethyl 3-oxo-3-phenylpropanoate (17.2 mL, 100 mmol), triethyl orthoformate (24.5 mL, 150 mmol), and acetic anhydride (38 mL, 400 mmol) was stirred at 135° C. for 5 hr. Distillation under reduced pressure gave ethyl 2-benzoyl-3-ethoxyacrylate (14.7 g, 59 mmol, 59% yield) as a yellow liquid. The reactants are COC(=O)c1ccc(CBr)cc1, CC(C)(C)[O-], [K+], CN(C)C=O, Sc1ccccc1. Yields the product COC(=O)c1ccc(CSc2ccccc2)cc1. As a reaction SMILES: [CH3:14][O:15][C:16]([c:17]1[cH:18][cH:19][c:20]([CH2:23][Br:24])[cH:21][cH:22]1)=[O:25].[CH3:8][C:9]([CH3:10])([O-:11])[CH3:12].[K+:13].[O:26]=[CH:27][N:28]([CH3:29])[CH3:30].[SH:1][c:2]1[cH:3][cH:4][cH:5][cH:6][cH:7]1>>[S:1]([c:2]1[cH:3][cH:4][cH:5][cH:6][cH:7]1)[CH2:23][c:20]1[cH:19][cH:18][c:17]([C:16]([O:15][CH3:14])=[O:25])[cH:22][cH:21]1. The reactants are CC1=C(NC(=C1)C)C(=O)OCC (ethyl 3,5-dimethyl-1H-pyrrole-2-carboxylate), ClC=1C=C(NC1C)C(=O)OCC (ethyl 4-chloro-5-methyl-1H-pyrrole-2-carboxylate). The product is ClC=1C(=C(NC1C)C(=O)OCC)C (Ethyl 4-chloro-3,5-dimethyl-1H-pyrrole-2-carboxylate). RXN SMILES: [CH3:1][C:2]1[CH:6]=[C:5]([CH3:7])[NH:4][C:3]=1[C:8]([O:10][CH2:11][CH3:12])=[O:9].[Cl:13]C1C=C(C(OCC)=O)NC=1C>>[Cl:13][C:6]1[C:2]([CH3:1])=[C:3]([C:8]([O:10][CH2:11][CH3:12])=[O:9])[NH:4][C:5]=1[CH3:7]. Reported procedure: Title compound was synthesized from ethyl 3,5-dimethyl-1H-pyrrole-2-carboxylate (commercially available) by an analogous method to Intermediate 9. The reactants are Cl, Cc1cccc(-c2cc(Cl)cc3c2OC(CN=[N+]=[N-])C3)c1. Product: Cc1cccc(-c2cc(Cl)cc3c2OC(CN)C3)c1. As a reaction SMILES: [ClH:22].[N:1](=[N+:2]=[N-:3])[CH2:4][CH:5]1[O:6][c:7]2[c:8]([cH:10][c:11]([Cl:21])[cH:12][c:13]2-[c:14]2[cH:15][c:16]([CH3:20])[cH:17][cH:18][cH:19]2)[CH2:9]1>>[NH2:1][CH2:4][CH:5]1[O:6][c:7]2[c:8]([cH:10][c:11]([Cl:21])[cH:12][c:13]2-[c:14]2[cH:15][c:16]([CH3:20])[cH:17][cH:18][cH:19]2)[CH2:9]1. The reactants are [OH-].[K+] (potassium hydroxide), O[C@H](C(C(=O)OC)=C)C1=CC=CC=C1 ((+)Methyl 3(S)-hydroxy-2-methylene-3-phenylpropanoate). Solvent: O (water), CO (methanol). Conditions: time 15 hour. Product: O[C@H](C(C(=O)O)=C)C1=CC=CC=C1 (3(S)-hydroxy-2-methylene-3-phenylpropanoic acid), solid. Yield: 96.0%. RXN SMILES: [OH-].[K+].[OH:3][C@@H:4]([C:11]1[CH:16]=[CH:15][CH:14]=[CH:13][CH:12]=1)[C:5](=[CH2:10])[C:6]([O:8]C)=[O:7]>O.CO>[OH:3][C@@H:4]([C:11]1[CH:16]=[CH:15][CH:14]=[CH:13][CH:12]=1)[C:5](=[CH2:10])[C:6]([OH:8])=[O:7] |f:0.1|. Procedure details: A solution of potassium hydroxide (2.27 g, 0.040 mol, 1.3 eq) in water (45 mL) was added drop wise to a solution of 1a (6 g, 0.031 mol, 1 eq) in methanol (15 mL) (see FIG. 4). The mixture was stirred at room temperature for 15 h. The solution was then concentrated under vacuum. The aqueous phase was washed with ether (2×100 mL), acidified with 6N aqueous HCl solution and extracted with ether (3×100 mL). The combined organic extracts were washed with brine (100 mL) and dried over sodium sulfate. ... The reactants are CN1CCC(O)C1, COC(=O)C1(O)c2ccccc2-c2ccccc21, Cc1ccccc1. Yields the product CN1CCC(OC(=O)C2(O)c3ccccc3-c3ccccc32)C1. As a reaction SMILES: [CH3:19][N:20]1[CH2:21][CH:22]([OH:25])[CH2:23][CH2:24]1.[CH3:1][O:2][C:3](=[O:4])[C:5]1([OH:18])[c:6]2[cH:7][cH:8][cH:9][cH:10][c:11]2-[c:12]2[cH:13][cH:14][cH:15][cH:16][c:17]21.[CH3:26][c:27]1[cH:28][cH:29][cH:30][cH:31][cH:32]1>>[CH:1]1([O:2][C:3](=[O:4])[C:5]2([OH:18])[c:6]3[cH:7][cH:8][cH:9][cH:10][c:11]3-[c:12]3[cH:13][cH:14][cH:15][cH:16][c:17]32)[CH2:22][CH2:21][N:20]([CH3:19])[CH2:24]1.